The task is: describe an organic reaction: reactants, conditions, products, and yield. This data is from the Open Reaction Database (ORD), a public repository of structured organic reaction records. Reactants: C(C)(=O)OCC (ethyl acetate), BrC1=C(C=CC=C1)O (2-bromophenol), C(C1=CC=CC=C1)Br (benzyl bromide), C(=O)([O-])[O-].[K+].[K+] (K2CO3). Solvent: CC(=O)C (acetone), O (water). The product is C(C1=CC=CC=C1)OC1=C(C=CC=C1)Br (2-benzyloxybromobenzene). Isolated yield 100.0%. RXN SMILES: [Br:1][C:2]1[CH:7]=[CH:6][CH:5]=[CH:4][C:3]=1[OH:8].[CH2:9](Br)[C:10]1[CH:15]=[CH:14][CH:13]=[CH:12][CH:11]=1.C([O-])([O-])=O.[K+].[K+].C(OCC)(=O)C>CC(C)=O.O>[CH2:9]([O:8][C:3]1[CH:4]=[CH:5][CH:6]=[CH:7][C:2]=1[Br:1])[C:10]1[CH:15]=[CH:14][CH:13]=[CH:12][CH:11]=1 |f:2.3.4|. Reported procedure: To a stirring solution of 2-bromophenol (10.0 g, 57.8 mmol), and benzyl bromide (9.9 g, 57.8 mmol) in acetone (150 mL) was added K2CO3 (12.0 g, 86.7 mmol). After stirring at reflux for 4 h, the mixture was portioned between ethyl acetate and water. The organic layer was washed with brine, dried (MgSO4), filtered and concentrated. The residue was purified by column chromatography (silica gel, ethyl acetate/hexane) to yield the title compound as a colorless oil (15.2 g, 57.8 mmol). 1HNMR (400 MHz,... Starting materials: [OH-].[Na+] (NaOH), CN(C(CN1C(C(=C(C2=NC=C(C=C12)CC1=CC=C(C=C1)F)O)C(=O)NCCOC)=O)=O)C (1-[2-(dimethylamino)-2-oxoethyl]-7-[(4-fluorophenyl)methyl]-4-hydroxy-N-[2-(methyloxy)ethyl]-2-oxo-1,2-dihydro-1,5-naphthyridine-3-carboxamide). Product: FC1=CC=C(C=C1)CC1=CN=C2C(=C(C(N(C2=C1)CC(=O)O)=O)C(=O)NCCOC)O ([7-[(4-fluorophenyl)methyl]-4-hydroxy-3-({[2-(methyloxy)ethyl]amino}carbonyl)-2-oxo-1,5-naphthyridine-1(2H)-yl]acetic acid). As a reaction SMILES: [OH-:1].[Na+].CN(C)[C:5](=[O:34])[CH2:6][N:7]1[C:16]2[C:11](=[N:12][CH:13]=[C:14]([CH2:17][C:18]3[CH:23]=[CH:22][C:21]([F:24])=[CH:20][CH:19]=3)[CH:15]=2)[C:10]([OH:25])=[C:9]([C:26]([NH:28][CH2:29][CH2:30][O:31][CH3:32])=[O:27])[C:8]1=[O:33]>>[F:24][C:21]1[CH:20]=[CH:19][C:18]([CH2:17][C:14]2[CH:15]=[C:16]3[C:11]([C:10]([OH:25])=[C:9]([C:26]([NH:28][CH2:29][CH2:30][O:31][CH3:32])=[O:27])[C:8](=[O:33])[N:7]3[CH2:6][C:5]([OH:34])=[O:1])=[N:12][CH:13]=2)=[CH:23][CH:22]=1 |f:0.1|. Procedure details: A 4N NaOH solution (22 mL) was added dropwise to a 100° C. suspension of 1-[2-(dimethylamino)-2-oxoethyl]-7-[(4-fluorophenyl)methyl]-4-hydroxy-N-[2-(methyloxy)ethyl]-2-oxo-1,2-dihydro-1,5-naphthyridine-3-carboxamide (5 g, 11 mmol; the title compound in Example 89) in DMSO (50 mL). The mixture was stirred for 1 h at 100° C., cooled to 10° C., diluted with H2O (10 mL), acidified by dropwise addition of conc. HCl (7 mL), diluted with EtOH and filtered to give the product as a white solid: 1H NMR (d... Reactants: [Cl-] (chloride), OC(=O)C(F)(F)F.CN1N=C(C(=C1)N1C(N(C=2C=NC=3C=CC(=CC3C21)C=2C=NC(=C(C(=O)O)C2)OC)C)=O)C (5-[1-(1,3-dimethyl-1H-pyrazol-4-yl)-3-methyl-2-oxo-2,3-dihydro-1H-imidazo[4,5-c]quinolin-8-yl]-2-methoxy-nicotinic acid TFA salt), CN (methylamine), C(C)O (ethanol). Solvent: ClCCl (dichloromethane), CN(C)C=O (DMF). Reaction conditions: time 1 hour. Yields the product CN1N=C(C(=C1)N1C(N(C=2C=NC=3C=CC(=CC3C21)C=2C=NC(=C(C(=O)NC)C2)OC)C)=O)C (5-[1-(1,3-Dimethyl-1H-pyrazol-4-yl)-3-methyl-2-oxo-2,3-dihydro-1H-imidazo[4,5-c]quinolin-8-yl]-2-methoxy-N-methyl-nicotinamide). As a reaction SMILES: OC(C(F)(F)F)=O.[CH3:8][N:9]1[CH:13]=[C:12]([N:14]2[C:26]3[C:25]4[CH:24]=[C:23]([C:27]5[CH:28]=[N:29][C:30]([O:36][CH3:37])=[C:31]([CH:35]=5)[C:32](O)=[O:33])[CH:22]=[CH:21][C:20]=4[N:19]=[CH:18][C:17]=3[N:16]([CH3:38])[C:15]2=[O:39])[C:11]([CH3:40])=[N:10]1.[Cl-].[CH3:42][NH2:43].C(O)C>ClCCl.CN(C=O)C>[CH3:8][N:9]1[CH:13]=[C:12]([N:14]2[C:26]3[C:25]4[CH:24]=[C:23]([C:27]5[CH:28]=[N:29][C:30]([O:36][CH3:37])=[C:31]([CH:35]=5)[C:32]([NH:43][CH3:42])=[O:33])[CH:22]=[CH:21][C:20]=4[N:19]=[CH:18][C:17]=3[N:16]([CH3:38])[C:15]2=[O:39])[C:11]([CH3:40])=[N:10]1 |f:0.1|. Procedure details: To a cooled with an ice-bath suspension of 5-[1-(1,3-dimethyl-1H-pyrazol-4-yl)-3-methyl-2-oxo-2,3-dihydro-1H-imidazo[4,5-c]quinolin-8-yl]-2-methoxy-nicotinic acid TFA salt (Example 124, 60 mg, 0.089 mmol) in dichloromethane (1.5 ml) containing DMF (0.005 ml) was added oxallyl chloride (0.038 ml, 0.449 mmol). The reaction mixture was stirred for 1 h at rt then cooled with an ice-bath and quenched with 8 M methylamine in ethanol (2.5 ml, 20 mmol). After 5 min stirring, the reaction mixture was eva... The reactants are CN(C(CN1C=C(C2=CC(=CC=C12)OCC1=CC=CC=C1)CCC(=O)OCC)=O)CCC1=CC=CC=C1 (N-methyl-N-phenethyl-2-[5-benzyloxy-3-(2-carbethoxyethyl)indol-1-yl]acetamide), [OH-].[K+] (potassium hydroxide). Run in C(C)O (ethanol), O (water). Run at time 18 hour. Product: CN(C(CN1C=C(C2=CC(=CC=C12)OCC1=CC=CC=C1)CCC(=O)O)=O)CCC1=CC=CC=C1 (N-methyl-N-phenethyl-2-[5-benzyloxy-3-(2-carboxyethyl)indol-1-yl]acetamide). RXN SMILES: [CH3:1][N:2]([CH2:30][CH2:31][C:32]1[CH:37]=[CH:36][CH:35]=[CH:34][CH:33]=1)[C:3](=[O:29])[CH2:4][N:5]1[C:13]2[C:8](=[CH:9][C:10]([O:14][CH2:15][C:16]3[CH:21]=[CH:20][CH:19]=[CH:18][CH:17]=3)=[CH:11][CH:12]=2)[C:7]([CH2:22][CH2:23][C:24]([O:26]CC)=[O:25])=[CH:6]1.[OH-].[K+]>C(O)C.O>[CH3:1][N:2]([CH2:30][CH2:31][C:32]1[CH:37]=[CH:36][CH:35]=[CH:34][CH:33]=1)[C:3](=[O:29])[CH2:4][N:5]1[C:13]2[C:8](=[CH:9][C:10]([O:14][CH2:15][C:16]3[CH:21]=[CH:20][CH:19]=[CH:18][CH:17]=3)=[CH:11][CH:12]=2)[C:7]([CH2:22][CH2:23][C:24]([OH:26])=[O:25])=[CH:6]1 |f:1.2|. Procedure details: To a suspension of 0.7 g (1.4 mmol) of N-methyl-N-phenethyl-2-[5-benzyloxy-3-(2-carbethoxyethyl)indol-1-yl]acetamide in 20 ml of ethanol is added a solution of 0.2 g of potassium hydroxide in 3 ml of water. The mixture is stirred at room temperature for 18 hours and concentrated in vacuo. The residue is dissolved in water and the resulting solution adjusted to pH 4 with 1N aqueous HCl solution. The precipitate which forms is extracted into ethyl acetate. The organic solution is washed with brine... The reactants are CCO, C=CCC(N)(COCc1cc(C(=O)NC(C)c2ccc(F)cc2)cc(N(C)S(C)(=O)=O)c1)Cc1ccccc1. Yields the product CCCC(N)(COCc1cc(C(=O)NC(C)c2ccc(F)cc2)cc(N(C)S(C)(=O)=O)c1)Cc1ccccc1. Reaction SMILES: [CH3:40][CH2:41][OH:42].[NH2:1][C:2]([CH2:3][O:4][CH2:5][c:6]1[cH:7][c:8]([C:9](=[O:10])[NH:11][CH:12]([CH3:13])[c:14]2[cH:15][cH:16][c:17]([F:20])[cH:18][cH:19]2)[cH:21][c:22]([N:24]([S:25](=[O:26])(=[O:27])[CH3:28])[CH3:29])[cH:23]1)([CH2:30][CH:31]=[CH2:32])[CH2:33][c:34]1[cH:35][cH:36][cH:37][cH:38][cH:39]1>>[NH2:1][C:2]([CH2:3][O:4][CH2:5][c:6]1[cH:7][c:8]([C:9](=[O:10])[NH:11][CH:12]([CH3:13])[c:14]2[cH:15][cH:16][c:17]([F:20])[cH:18][cH:19]2)[cH:21][c:22]([N:24]([S:25](=[O:26])(=[O:27])[CH3:28])[CH3:29])[cH:23]1)([CH2:30][CH2:31][CH3:32])[CH2:33][c:34]1[cH:35][cH:36][cH:37][cH:38][cH:39]1. The reactants are O=C([O-])[O-], CN(C)C=O, CCc1cc2c(Cl)cc(F)c(-n3c(=O)cc(C(F)(F)F)[nH]c3=O)c2o1, [K+], [K+], NOc1ccc([N+](=O)[O-])cc1[N+](=O)[O-], O. Product: CCc1cc2c(Cl)cc(F)c(-n3c(=O)cc(C(F)(F)F)n(N)c3=O)c2o1. RXN SMILES: [C:45](=[O:46])([O-:47])[O-:48].[CH3:1][N:2]([CH3:3])[CH:4]=[O:5].[Cl:6][c:7]1[cH:8][c:9]([F:30])[c:10](-[n:18]2[c:19](=[O:29])[nH:20][c:21]([C:25]([F:26])([F:27])[F:28])[cH:22][c:23]2=[O:24])[c:11]2[c:12]1[cH:13][c:14]([CH2:16][CH3:17])[o:15]2.[K+:49].[K+:50].[N+:31]([c:32]1[cH:33][c:34]([N+:35]([O-:36])=[O:37])[cH:38][cH:39][c:40]1[O:41][NH2:42])([O-:43])=[O:44].[OH2:51]>>[NH2:2][n:20]1[c:19](=[O:29])[n:18](-[c:10]2[c:9]([F:30])[cH:8][c:7]([Cl:6])[c:12]3[c:11]2[o:15][c:14]([CH2:16][CH3:17])[cH:13]3)[c:23](=[O:24])[cH:22][c:21]1[C:25]([F:26])([F:27])[F:28]. Reactants: C(C)OC(CCNC1=C(C=CC(=C1)C#N)N)=O (3-(2-Amino-5-cyano-phenylamino)-propionic acid ethyl ester), C1=CN(C=N1)C(=O)N2C=CN=C2 (CDI). Solvent: C(Cl)Cl (CH2Cl2), C(Cl)(Cl)Cl (CHCl3). Conditions: time 16 hour. The product is C(C)OC(CCN1C(NC2=C1C=C(C=C2)C#N)=O)=O (3-(6-Cyano-2-oxo-2,3-dihydro-benzimidazol-1-yl)-propionic acid ethyl ester). RXN SMILES: [CH2:1]([O:3][C:4](=[O:17])[CH2:5][CH2:6][NH:7][C:8]1[CH:13]=[C:12]([C:14]#[N:15])[CH:11]=[CH:10][C:9]=1[NH2:16])[CH3:2].C1N=CN([C:23](N2C=NC=C2)=[O:24])C=1>C(Cl)(Cl)Cl.C(Cl)Cl>[CH2:1]([O:3][C:4](=[O:17])[CH2:5][CH2:6][N:7]1[C:8]2[CH:13]=[C:12]([C:14]#[N:15])[CH:11]=[CH:10][C:9]=2[NH:16][C:23]1=[O:24])[CH3:2]. Reported procedure: To a solution of 3-(2-Amino-5-cyano-phenylamino)-propionic acid ethyl ester (0.65 g, 2.8 mmol) in CHCl3 (10 mL) was added CDI (0.68 g, 4.2 mmol). The reaction mixture was stirred at room temperature for 16 h. When the reaction was complete, the reaction mixture was diluted with CH2Cl2 and washed with water. The organic phase was dried over Na2SO4 and concentrated to afford 0.6 g (83%) of the desired priduct as a brown solid. The resulting residue was used for the next reaction without further pu... The reactants are CCO, [H][H], CCOC(=O)C1CC2(CCC1NC(C)c1ccccc1)OCCO2, Cc1ccc(S(=O)(=O)O)cc1. The product is CCOC(=O)C1CC2(CCC1N)OCCO2, Cc1ccc(S(=O)(=O)O)cc1. RXN SMILES: [CH3:38][CH2:39][OH:40].[H:36][H:37].[c:12]1([CH:13]([CH3:14])[NH:20][CH:21]2[CH:22]([C:31](=[O:32])[O:33][CH2:34][CH3:35])[CH2:23][C:24]3([O:25][CH2:26][CH2:27][O:28]3)[CH2:29][CH2:30]2)[cH:15][cH:16][cH:17][cH:18][cH:19]1.[c:1]1([CH3:11])[cH:2][cH:3][c:4]([S:7](=[O:8])(=[O:9])[OH:10])[cH:5][cH:6]1>>[NH2:20][CH:21]1[CH:22]([C:31](=[O:32])[O:33][CH2:34][CH3:35])[CH2:23][C:24]2([O:25][CH2:26][CH2:27][O:28]2)[CH2:29][CH2:30]1.[c:1]1([CH3:11])[cH:2][cH:3][c:4]([S:7](=[O:8])(=[O:9])[OH:10])[cH:5][cH:6]1.